describe an organic reaction: reactants, conditions, products, and yield From a dataset of the Open Reaction Database (ORD), a public repository of structured organic reaction records. Reactants: CO, CN(C)C(=O)c1cc(-c2cnc3c(c2)c(C2OCc4ccccc42)cn3COC(=O)C(C)(C)C)ccc1NC(=O)N1CCOCC1, [Na+], C1CCOC1, [OH-]. The product is CN(C)C(=O)c1cc(-c2cnc3[nH]cc(C4OCc5ccccc54)c3c2)ccc1NC(=O)N1CCOCC1. As a reaction SMILES: [CH3:54][OH:55].[CH:1]1([c:10]2[cH:11][n:12]([CH2:39][O:40][C:41](=[O:42])[C:43]([CH3:44])([CH3:45])[CH3:46])[c:13]3[n:14][cH:15][c:16](-[c:19]4[cH:20][c:21]([C:34]([N:35]([CH3:36])[CH3:37])=[O:38])[c:22]([NH:25][C:26](=[O:27])[N:28]5[CH2:29][CH2:30][O:31][CH2:32][CH2:33]5)[cH:23][cH:24]4)[cH:17][c:18]23)[O:2][CH2:3][c:4]2[cH:5][cH:6][cH:7][cH:8][c:9]21.[Na+:48].[O:49]1[CH2:50][CH2:51][CH2:52][CH2:53]1.[OH-:47]>>[CH:1]1([c:10]2[cH:11][nH:12][c:13]3[n:14][cH:15][c:16](-[c:19]4[cH:20][c:21]([C:34]([N:35]([CH3:36])[CH3:37])=[O:38])[c:22]([NH:25][C:26](=[O:27])[N:28]5[CH2:29][CH2:30][O:31][CH2:32][CH2:33]5)[cH:23][cH:24]4)[cH:17][c:18]23)[O:2][CH2:3][c:4]2[cH:5][cH:6][cH:7][cH:8][c:9]21.